Dataset: the Open Reaction Database (ORD), a public repository of structured organic reaction records. Task: describe an organic reaction: reactants, conditions, products, and yield Procedure: To 280 mg of N,N-dimethylformamide were added 50 mg of 1-(6-amino-3,5-difluoro-4-methylpyridin-2-yl)-8-chloro-6,7-difluoro-4-oxo-1,4-dihydroquinoline-3-carboxylic acid, 40 mg of 3-aminoazetidine dihydrochloride, and 120 mg of N-methylpyrrolidine, and the mixture was stirred at 90° C. for 1 hour. After adding 0.4 ml of ethanol, the mixture was allowed to cool. The precipitate was collected by filtration, and washed with ethanol and diisopropylether successively to obtain 45 mg of the title compou... RXN SMILES: CN(C)C=O.[NH2:6][C:7]1[N:12]=[C:11]([N:13]2[C:22]3[C:17](=[CH:18][C:19]([F:25])=[C:20](F)[C:21]=3[Cl:23])[C:16](=[O:26])[C:15]([C:27]([OH:29])=[O:28])=[CH:14]2)[C:10]([F:30])=[C:9]([CH3:31])[C:8]=1[F:32].Cl.Cl.[NH2:35][CH:36]1[CH2:39][NH:38][CH2:37]1.CN1CCCC1>C(O)C>[NH2:35][CH:36]1[CH2:39][N:38]([C:20]2[C:21]([Cl:23])=[C:22]3[C:17]([C:16](=[O:26])[C:15]([C:27]([OH:29])=[O:28])=[CH:14][N:13]3[C:11]3[C:10]([F:30])=[C:9]([CH3:31])[C:8]([F:32])=[C:7]([NH2:6])[N:12]=3)=[CH:18][C:19]=2[F:25])[CH2:37]1 |f:2.3.4|. The solvent is C(C)O (ethanol). Starting materials: CN(C=O)C (N,N-dimethylformamide), NC1=C(C(=C(C(=N1)N1C=C(C(C2=CC(=C(C(=C12)Cl)F)F)=O)C(=O)O)F)C)F (1-(6-amino-3,5-difluoro-4-methylpyridin-2-yl)-8-chloro-6,7-difluoro-4-oxo-1,4-dihydroquinoline-3-carboxylic acid), Cl.Cl.NC1CNC1 (3-aminoazetidine dihydrochloride), CN1CCCC1 (N-methylpyrrolidine). Yield: 79.7%. Yields the product NC1CN(C1)C1=C(C=C2C(C(=CN(C2=C1Cl)C1=NC(=C(C(=C1F)C)F)N)C(=O)O)=O)F (7-(3-aminoazetidin-1-yl)-1-(6-amino-3,5-difluoro-4-methylpyridin-2-yl)-8-chloro-6-fluoro-4-oxo-1,4-dihydroquinoline-3-carboxylic acid). Reaction conditions: temperature 90 celsius, time 1 hour. Reactants: C(C)(C)(C)OC(=O)N1CCC(CC1)CC=1C=CC(=NC1)C(=O)OC (Methyl 5-((1-(tert-butoxycarbonyl)piperidin-4-yl)methyl)picolinate), [OH-].[Na+] (NaOH). The solvent is C1CCOC1.CO (THF MeOH). Conditions: time 5 hour. Yields the product C(C)(C)(C)OC(=O)N1CCC(CC1)CC=1C=CC(=NC1)C(=O)O (5-((1-(tert-butoxycarbonyl)piperidin-4-yl)methyl)picolinic acid). RXN SMILES: [C:1]([O:5][C:6]([N:8]1[CH2:13][CH2:12][CH:11]([CH2:14][C:15]2[CH:16]=[CH:17][C:18]([C:21]([O:23]C)=[O:22])=[N:19][CH:20]=2)[CH2:10][CH2:9]1)=[O:7])([CH3:4])([CH3:3])[CH3:2].[OH-].[Na+]>C1COCC1.CO>[C:1]([O:5][C:6]([N:8]1[CH2:13][CH2:12][CH:11]([CH2:14][C:15]2[CH:16]=[CH:17][C:18]([C:21]([OH:23])=[O:22])=[N:19][CH:20]=2)[CH2:10][CH2:9]1)=[O:7])([CH3:4])([CH3:2])[CH3:3] |f:1.2,3.4|. Procedure details: Methyl 5-((1-(tert-butoxycarbonyl)piperidin-4-yl)methyl)picolinate (200 mg, 0.60 mmol) was stirred at rt in THF/MeOH (1:1, v/v). 3N NaOH (0.2 mL, 0.60 mmol) was added and the resulting mixture was stirred at rt for 5 h. TLC indicated the reaction was complete. Most of the volatile solvent was evaporated under reduced pressure. The residue was acidified with 3N aq. HCl to pH˜5, and extracted with DCM (2×20 mL). The combined organic layers were dried over Na2SO4, filtered, and concentrated under r... The reactants are Clc1cc(Br)ccc1CBr, C1CCOC1, CC(C)[N-]C(C)C, CCCCCC, O=C1CCCN1C1CCC(F)(F)CC1, [Li+]. The product is O=C1C(Cc2ccc(Br)cc2Cl)CCN1C1CCC(F)(F)CC1. As a reaction SMILES: [Br:23][c:24]1[cH:25][c:26]([Cl:32])[c:27]([CH2:30][Br:31])[cH:28][cH:29]1.[CH2:33]1[O:34][CH2:35][CH2:36][CH2:37]1.[CH3:16][CH:17]([N-:18][CH:19]([CH3:20])[CH3:21])[CH3:22].[CH3:38][CH2:39][CH2:40][CH2:41][CH2:42][CH3:43].[F:1][C:2]1([F:14])[CH2:3][CH2:4][CH:5]([N:8]2[C:9](=[O:13])[CH2:10][CH2:11][CH2:12]2)[CH2:6][CH2:7]1.[Li+:15]>>[F:1][C:2]1([F:14])[CH2:3][CH2:4][CH:5]([N:8]2[C:9](=[O:13])[CH:10]([CH2:30][c:27]3[c:26]([Cl:32])[cH:25][c:24]([Br:23])[cH:29][cH:28]3)[CH2:11][CH2:12]2)[CH2:6][CH2:7]1. Starting materials: ClC=1C(=CC2=C(CCN(CC2C=2C=C3CCCC3=CC2)C)C1)OC (8-chloro-7-methoxy-3-methyl-5-(5-indanyl)-2,3,4,5-tetrahydro-1H-3-benzazepine), B(Br)(Br)Br (boron tribromide). Run in ClCCl (dichloromethane). Run at temperature -10 celsius, time 4 hour. The product is Br.ClC=1C(=CC2=C(CCN(CC2C=2C=C3CCCC3=CC2)C)C1)O (8-chloro-7-hydroxy-3-methyl-5-(5-indanyl)-2,3,4,5-tetrahydro-1H-3-benzazepine hydrobromide). As a reaction SMILES: [Cl:1][C:2]1[C:3]([O:23]C)=[CH:4][C:5]2[CH:11]([C:12]3[CH:13]=[C:14]4[C:18](=[CH:19][CH:20]=3)[CH2:17][CH2:16][CH2:15]4)[CH2:10][N:9]([CH3:21])[CH2:8][CH2:7][C:6]=2[CH:22]=1.B(Br)(Br)[Br:26]>ClCCl>[BrH:26].[Cl:1][C:2]1[C:3]([OH:23])=[CH:4][C:5]2[CH:11]([C:12]3[CH:13]=[C:14]4[C:18](=[CH:19][CH:20]=3)[CH2:17][CH2:16][CH2:15]4)[CH2:10][N:9]([CH3:21])[CH2:8][CH2:7][C:6]=2[CH:22]=1 |f:3.4|. Procedure: 1.1 g of 8-chloro-7-methoxy-3-methyl-5-(5-indanyl)-2,3,4,5-tetrahydro-1H-3-benzazepine was dissolved in 10 ml of dichloromethane. The solution was cooled to -10° C. and 5 ml of boron tribromide was added. The reaction mixture was stirred while warming up to room temperature. After standing for 4 hours, the volatile components were removed by evaporation in vacuo and the residue was diluted with methanol at -10° C. Stripping with methanol gave 8-chloro-7-hydroxy-3-methyl-5-(5-indanyl)-2,3,4,5-tet...